From a dataset of the Open Reaction Database (ORD), a public repository of structured organic reaction records. describe an organic reaction: reactants, conditions, products, and yield Reactants: ClCCl, CCC(C)NC, [Cl-], Cl, O=C(O)c1cc(-c2ccccc2)nc2ccccc12. Product: CCC(C)N(C)C(=O)c1cc(-c2ccccc2)nc2ccccc12. Reaction SMILES: [CH2:28]([Cl:29])[Cl:30].[CH3:22][NH:23][CH:24]([CH3:25])[CH2:26][CH3:27].[Cl-:2].[ClH:1].[c:3]1(-[c:9]2[n:10][c:11]3[cH:12][cH:13][cH:14][cH:15][c:16]3[c:17]([C:19](=[O:20])[OH:21])[cH:18]2)[cH:4][cH:5][cH:6][cH:7][cH:8]1>>[c:3]1(-[c:9]2[n:10][c:11]3[cH:12][cH:13][cH:14][cH:15][c:16]3[c:17]([C:19](=[O:21])[N:23]([CH3:22])[CH:24]([CH3:25])[CH2:26][CH3:27])[cH:18]2)[cH:4][cH:5][cH:6][cH:7][cH:8]1. The reactants are CC1([C@@H](N2[C@H](S1)[C@@H](C2=O)NC(=O)CC=3C=CC=CC3)C(=O)O)C (benzylpenicillin), C1(=CC=CC=C1)CC(=O)O (phenylacetic acid). Product: C1(=CC=CC=C1)CC(=O)O (phenylacetic acid), CC1([C@@H](N2[C@H](S1)[C@@H](C2=O)N)C(=O)O)C (6-APA). RXN SMILES: [CH3:1][C:2]1([CH3:23])[S:6][C@@H:5]2[C@H:7]([NH:10]C(CC3C=CC=CC=3)=O)[C:8](=[O:9])[N:4]2[C@H:3]1[C:20]([OH:22])=[O:21].[C:24]1([CH2:30][C:31]([OH:33])=[O:32])[CH:29]=[CH:28][CH:27]=[CH:26][CH:25]=1>>[C:24]1([CH2:30][C:31]([OH:33])=[O:32])[CH:29]=[CH:28][CH:27]=[CH:26][CH:25]=1.[CH3:1][C:2]1([CH3:23])[S:6][C@@H:5]2[C@H:7]([NH2:10])[C:8](=[O:9])[N:4]2[C@H:3]1[C:20]([OH:22])=[O:21]. Procedure: The presence of benzylpenicillin (Pen G) in the fermentation broth is confirmed by different methods. The first method comprises measuring the difference in free phenylacetic acid before and after enzymatically hydrolyzing the product to give phenylacetic acid and 6-APA. The amounts of phenylacetic acid are determined by gas chromatography as described above by Neidermayer. The following procedure is employed. 200 ml. of fermentation broth is centrifuged. A small amount of the supernatant fluid ... Starting materials: C[Si](C)(C)[N-][Si](C)(C)C.[Na+] (NaHMDS), COC(=O)C1(C(C1)CC=O)NC(=O)OC(C)(C)C (1-tert-butoxycarbonylamino-2-(2-oxo-ethyl)-cyclopropanecarboxylic acid methyl ester). Reagents/catalysts: [Br-].C[P+](C1=CC=CC=C1)(C1=CC=CC=C1)C1=CC=CC=C1 (Methyltriphenylphosphonium bromide). Solvent: C1CCOC1 (THF), C1CCOC1 (THF). Conditions: time 30 minute. The product is COC(=O)C1(C(C1)CC=C)NC(=O)OC(C)(C)C (2-allyl-1-tert-butoxycarbonylamino-cyclopropanecarboxylic acid methyl ester). RXN SMILES: [CH3:1][Si]([N-][Si](C)(C)C)(C)C.[Na+].[CH3:11][O:12][C:13]([C:15]1([NH:21][C:22]([O:24][C:25]([CH3:28])([CH3:27])[CH3:26])=[O:23])[CH2:17][CH:16]1[CH2:18][CH:19]=O)=[O:14]>[Br-].C[P+](C1C=CC=CC=1)(C1C=CC=CC=1)C1C=CC=CC=1.C1COCC1>[CH3:11][O:12][C:13]([C:15]1([NH:21][C:22]([O:24][C:25]([CH3:28])([CH3:27])[CH3:26])=[O:23])[CH2:17][CH:16]1[CH2:18][CH:19]=[CH2:1])=[O:14] |f:0.1,3.4|. Procedure details: Methyltriphenylphosphonium bromide (4.6 mmol) was suspended in THF (10 mL) at room temperature. NaHMDS (1.0 M in THF, 4.1 mmol) was added dropwise at room temperature to produce a dark yellow turbid solution which was allowed to stir for 30 min. A THF (6 mL) solution of 1-tert-butoxycarbonylamino-2-(2-oxo-ethyl)-cyclopropanecarboxylic acid methyl ester was added dropwise to the ylide solution and allowed to age at room temperature for 30 min. The reaction was partitioned between EtOAc and satura... Reactants: F[B-](F)(F)F, CN1CCOCC1, CNC(CN1CC(O)C1)C1CC1, ClCCl, Cc1cc(C(=O)O)ccc1F, CN(C)C=O, CN(C)C(On1nnc2ccccc21)=[N+](C)C. The product is Cc1cc(C(=O)N(C)C(CN2CC(O)C2)C2CC2)ccc1F. As a reaction SMILES: [B-:12]([F:13])([F:14])([F:15])[F:16].[CH3:34][N:35]1[CH2:36][CH2:37][O:38][CH2:39][CH2:40]1.[CH:41]1([CH:44]([CH2:45][N:46]2[CH2:47][CH:48]([OH:50])[CH2:49]2)[NH:51][CH3:52])[CH2:42][CH2:43]1.[Cl:58][CH2:59][Cl:60].[F:1][c:2]1[c:3]([CH3:11])[cH:4][c:5]([C:6](=[O:7])[OH:8])[cH:9][cH:10]1.[O:53]=[CH:54][N:55]([CH3:56])[CH3:57].[n:17]1([O:18][C:19]([N:20]([CH3:21])[CH3:22])=[N+:23]([CH3:24])[CH3:25])[c:26]2[cH:27][cH:28][cH:29][cH:30][c:31]2[n:32][n:33]1>>[F:1][c:2]1[c:3]([CH3:11])[cH:4][c:5]([C:6](=[O:8])[N:51]([CH:44]([CH:41]2[CH2:42][CH2:43]2)[CH2:45][N:46]2[CH2:47][CH:48]([OH:50])[CH2:49]2)[CH3:52])[cH:9][cH:10]1. Reactants: CN(C)CC1=CC2=C(CN(CC2)C(COC2=CC3=CC=CC=C3C=C2)=O)O1 (1-(2-Dimethylaminomethyl-5,7-dihydro-4H-furo[2,3-c]pyridin-6-yl)-2-(2-naphthoxy)ethan-1-one), Cl (hydrogen chloride). The solvent is CO (methanol), C(C)(=O)OCC (ethyl acetate). Yields the product Cl.CN(C)CC1=CC2=C(CN(CC2)C(COC2=CC3=CC=CC=C3C=C2)=O)O1 (1-(2-dimethylaminomethyl-5,7-dihydro-4H-furo[2,3-c]pyridin-6-yl)-2-(2-naphthoxy)ethan-1-one hydrochloride). Reaction SMILES: [CH3:1][N:2]([CH2:4][C:5]1[O:27][C:8]2[CH2:9][N:10]([C:13](=[O:26])[CH2:14][O:15][C:16]3[CH:25]=[CH:24][C:23]4[C:18](=[CH:19][CH:20]=[CH:21][CH:22]=4)[CH:17]=3)[CH2:11][CH2:12][C:7]=2[CH:6]=1)[CH3:3].[ClH:28]>CO.C(OCC)(=O)C>[ClH:28].[CH3:3][N:2]([CH2:4][C:5]1[O:27][C:8]2[CH2:9][N:10]([C:13](=[O:26])[CH2:14][O:15][C:16]3[CH:25]=[CH:24][C:23]4[C:18](=[CH:19][CH:20]=[CH:21][CH:22]=4)[CH:17]=3)[CH2:11][CH2:12][C:7]=2[CH:6]=1)[CH3:1] |f:4.5|. Procedure details: 1-(2-Dimethylaminomethyl-5,7-dihydro-4H-furo[2,3-c]pyridin-6-yl)-2-(2-naphthoxy)ethan-1-one 0.216 g was dissolved in 2 ml of methanol; hydrogen chloride in ethyl acetate was added in excess, followed by stirring. After this mixture was concentrated, diethyl ether was added; the resulting solid was filtered and washed with diethyl ether to yield the desired product. Product: CC(c1cccc(O)c1)N1CCC(C)(c2ccccc2)OC1=O. As a reaction SMILES: [CH3:1][O:2][c:3]1[cH:4][c:5]([CH:9]([CH3:10])[N:11]2[C:12](=[O:24])[O:13][C:14]([c:17]3[cH:18][cH:19][cH:20][cH:21][cH:22]3)([CH3:23])[CH2:15][CH2:16]2)[cH:6][cH:7][cH:8]1.[CH3:30][CH2:31][O:32][C:33]([CH3:34])=[O:35].[O:25]=[CH:26][N:27]([CH3:28])[CH3:29]>>[OH:2][c:3]1[cH:4][c:5]([CH:9]([CH3:10])[N:11]2[C:12](=[O:24])[O:13][C:14]([c:17]3[cH:18][cH:19][cH:20][cH:21][cH:22]3)([CH3:23])[CH2:15][CH2:16]2)[cH:6][cH:7][cH:8]1. Starting materials: COc1cccc(C(C)N2CCC(C)(c3ccccc3)OC2=O)c1, CCOC(C)=O, CN(C)C=O. Starting materials: [Al+3], [H-], [H-], [H-], [H-], [Li+], C1CCOC1, CCOC(=O)c1csc(Nc2ccccc2C)n1. Product: Cc1ccccc1Nc1nc(CO)cs1. RXN SMILES: [Al+3:20].[H-:19].[H-:22].[H-:23].[H-:24].[Li+:21].[O:25]1[CH2:26][CH2:27][CH2:28][CH2:29]1.[c:1]1([CH3:18])[c:2]([NH:7][c:8]2[s:9][cH:10][c:11]([C:13](=[O:14])[O:15][CH2:16][CH3:17])[n:12]2)[cH:3][cH:4][cH:5][cH:6]1>>[c:1]1([CH3:18])[c:2]([NH:7][c:8]2[s:9][cH:10][c:11]([CH2:13][OH:14])[n:12]2)[cH:3][cH:4][cH:5][cH:6]1. Reactants: CCOC(=O)CBr, COc1ccc(S(=O)(=O)NCc2ccccc2)cc1, [H-], [Na+], C1CCOC1. Yields the product CCOC(=O)CN(Cc1ccccc1)S(=O)(=O)c1ccc(OC)cc1. As a reaction SMILES: [Br:22][CH2:23][C:24](=[O:25])[O:26][CH2:27][CH3:28].[CH3:3][O:4][c:5]1[cH:6][cH:7][c:8]([S:11](=[O:12])(=[O:13])[NH:14][CH2:15][c:16]2[cH:17][cH:18][cH:19][cH:20][cH:21]2)[cH:9][cH:10]1.[H-:1].[Na+:2].[O:29]1[CH2:30][CH2:31][CH2:32][CH2:33]1>>[CH3:3][O:4][c:5]1[cH:6][cH:7][c:8]([S:11](=[O:12])(=[O:13])[N:14]([CH2:15][c:16]2[cH:17][cH:18][cH:19][cH:20][cH:21]2)[CH2:23][C:24](=[O:25])[O:26][CH2:27][CH3:28])[cH:9][cH:10]1. Run at time 18 hour. The product is FC1(C(C1)CN1CCN(CC1)C=1C=CC(=NC1)N1CCNC2=CC=CC=C12)F (1-{5-[4-(2,2-difluoro-cyclopropylmethyl)-piperazin-1-yl]-pyridin-2-yl}-1,2,3,4-tetrahydroquinoxaline). The solvent is O1CCOCC1 (dioxane), O1CCOCC1 (dioxane), O1CCOCC1 (dioxane), O1CCOCC1 (dioxane). RXN SMILES: [F:1][C:2]1([F:31])[CH2:4][CH:3]1[CH2:5][N:6]1[CH2:11][CH2:10][N:9]([C:12]2[CH:13]=[CH:14][C:15]([N:18]3[C:27]4[C:22](=[CH:23][CH:24]=[CH:25][CH:26]=4)[N:21](C(O)=O)[CH2:20][CH2:19]3)=[N:16][CH:17]=2)[CH2:8][CH2:7]1.Cl>O1CCOCC1>[F:31][C:2]1([F:1])[CH2:4][CH:3]1[CH2:5][N:6]1[CH2:11][CH2:10][N:9]([C:12]2[CH:13]=[CH:14][C:15]([N:18]3[C:27]4[C:22](=[CH:23][CH:24]=[CH:25][CH:26]=4)[NH:21][CH2:20][CH2:19]3)=[N:16][CH:17]=2)[CH2:8][CH2:7]1. The reactants are Cl (HCl), tert-butyl ester, Cl (HCl), FC1(C(C1)CN1CCN(CC1)C=1C=CC(=NC1)N1CCN(C2=CC=CC=C12)C(=O)O)F (4-{5-[4-(2,2-difluoro-cyclopropylmethyl)-piperazin-1-yl]-pyridin-2-yl}-3,4-dihydro-2H-quinoxaline-1-carboxylic acid), Cl (HCl). Reported procedure: 0.3 g of tert-butyl ester of 4-{5-[4-(2,2-difluoro-cyclopropylmethyl)-piperazin-1-yl]-pyridin-2-yl}-3,4-dihydro-2H-quinoxaline-1-carboxylic acid is put in 5 mL of dioxane, to which 2.32 ml of 4N HCl in dioxane is added. The reaction mixture is stirred at room temperature in a closed environment for 18 h. Once again, 2.32 mL of 4N HCl in dioxane is added, and the reaction mixture is stirred for a further 18 h at room temperature. 2.32 ml of 4N HCl in dioxane is added once again, and the reaction ...